From a dataset of the Open Reaction Database (ORD), a public repository of structured organic reaction records. describe an organic reaction: reactants, conditions, products, and yield The reactants are CC=1C=CC=C(C1C(=O)N)N (6-methylanthranilamide), BrC=1SC(=C(N1)C)C (2-bromo-4,5-dimethylthiazole). Yields the product CC1=C(N2C(=NC3=CC=CC(=C3C2=O)C)S1)C (2,3,6-trimethyl-5H-thiazolo-(2,3-b)-quinazolin-5-one). Yield: 76.2%. RXN SMILES: [CH3:1][C:2]1[CH:3]=[CH:4][CH:5]=[C:6]([NH2:11])[C:7]=1[C:8]([NH2:10])=[O:9].Br[C:13]1[S:14][C:15]([CH3:19])=[C:16]([CH3:18])N=1>>[CH3:19][C:15]1[S:14][C:13]2=[N:11][C:6]3[C:7]([C:8](=[O:9])[N:10]2[C:16]=1[CH3:18])=[C:2]([CH3:1])[CH:3]=[CH:4][CH:5]=3. Procedure: 9.6 g of 6-methylanthranilamide and 12.6 g of 2-bromo-4,5-dimethylthiazole were stirred for 12 hours at 150° C. After working up in the conventional manner there was obtained 11.9 g (81%) of the above compound; m.p. 278°-280° C.